Task: describe an organic reaction: reactants, conditions, products, and yield. Dataset: the Open Reaction Database (ORD), a public repository of structured organic reaction records Starting materials: COC1=CC=C(C(=O)N[C@@H](CC2=CC=CC=C2)C(=O)N[C@@H](CC2=CC=C(C=C2)O)C(=O)OC)C=C1 (methyl N-(4-methoxybenzoyl)-phenylalanyltyrosinate), [OH-].[Na+] (sodium hydroxide), Cl (hydrochloric acid). Product: COC1=CC=C(C(=O)N[C@@H](CC2=CC=CC=C2)C(=O)N[C@@H](CC2=CC=C(C=C2)O)C(=O)O)C=C1 (N-(4-methoxybenzoyl)-phenylalanyltyrosine). Reaction conditions: temperature 50 celsius, time 2 hour. Isolated yield 82.1%. Solvent: CO (methanol). Procedure: In 150 ml of methanol, was dissolved 30 g of methyl N-(4-methoxybenzoyl)-phenylalanyltyrosinate. After addition of 145 ml of 1 N sodium hydroxide, the mixture was stirred at 50° C for 2 hours. The reaction mixture was neutralized with hydrochloric acid, concentrated and extracted with ethyl acetate. The extract was washed with water, dried and concentrated to dryness. The residue was crystallized from ethyl acetate to give 23.9 g of N-(4-methoxybenzoyl)-phenylalanyltyrosine with a mp. 198°-200° ... RXN SMILES: [CH3:1][O:2][C:3]1[CH:35]=[CH:34][C:6]([C:7]([NH:9][C@H:10]([C:18]([NH:20][C@H:21]([C:30]([O:32]C)=[O:31])[CH2:22][C:23]2[CH:28]=[CH:27][C:26]([OH:29])=[CH:25][CH:24]=2)=[O:19])[CH2:11][C:12]2[CH:17]=[CH:16][CH:15]=[CH:14][CH:13]=2)=[O:8])=[CH:5][CH:4]=1.[OH-].[Na+].Cl>CO>[CH3:1][O:2][C:3]1[CH:4]=[CH:5][C:6]([C:7]([NH:9][C@H:10]([C:18]([NH:20][C@H:21]([C:30]([OH:32])=[O:31])[CH2:22][C:23]2[CH:24]=[CH:25][C:26]([OH:29])=[CH:27][CH:28]=2)=[O:19])[CH2:11][C:12]2[CH:13]=[CH:14][CH:15]=[CH:16][CH:17]=2)=[O:8])=[CH:34][CH:35]=1 |f:1.2|. Reactants: ice, I(=O)(O)(O)(O)(O)O (orthoperiodic acid), O[C@H]1C[C@@]2([C@](CC[C@H]2[C@@H]2CCC3=CC(CC[C@@]3([C@@H]12)C)=O)(C(CO)=O)O)C ((8S,9S,10R,11S,13S,14S,17R)-11,17-dihydroxy-17-(2-hydroxyacetyl)-10,13-dimethyl-6,7,8,9,10,11,12,13,14,15,16,17-dodecahydro-1H-cyclopenta[a]phenanthren-3(2H)-one). Run in [OH-].[Na+] (NaOH), O (water), C1CCOC1 (THF). Conditions: time 2 hour. Yields the product O[C@H]1C[C@@]2([C@](CC[C@H]2[C@@H]2CCC3=CC(CC[C@@]3([C@@H]12)C)=O)(C(=O)O)O)C ((8S,9S,10R,11S,13S,14S,17R)-11,17-dihydroxy-10,13-dimethyl-3-oxo-2,3,6,7,8,9,10,11,12,13,14,15,16,17-tetradecahydro-1H-cyclopenta[a]phenanthrene-17-carboxylic Acid). The yield is 94.9%. RXN SMILES: I(O)(O)(O)(O)(O)=[O:2].[OH:8][C@@H:9]1[C@H:25]2[C@@H:16]([CH2:17][CH2:18][C:19]3[C@:24]2([CH3:26])[CH2:23][CH2:22][C:21](=[O:27])[CH:20]=3)[C@H:15]2[C@@:11]([CH3:33])([C@@:12]([OH:32])([C:28](=[O:31])CO)[CH2:13][CH2:14]2)[CH2:10]1>O.C1COCC1.[OH-].[Na+]>[OH:8][C@@H:9]1[C@H:25]2[C@@H:16]([CH2:17][CH2:18][C:19]3[C@:24]2([CH3:26])[CH2:23][CH2:22][C:21](=[O:27])[CH:20]=3)[C@H:15]2[C@@:11]([CH3:33])([C@@:12]([OH:32])([C:28]([OH:2])=[O:31])[CH2:13][CH2:14]2)[CH2:10]1 |f:4.5|. Procedure details: A solution of orthoperiodic acid (21.4 g, 94 mmol) in water (80 ml) was added to a solution of (8S,9S,10R,11S,13S,14S,17R)-11,17-dihydroxy-17-(2-hydroxyacetyl)-10,13-dimethyl-6,7,8,9,10,11,12,13,14,15,16,17-dodecahydro-1H-cyclopenta[a]phenanthren-3(2H)-one (Hydrocortisone, 17.0 g, 46.9 mmol) in THF (350 ml), and the reaction mixture was stirred at room temperature in an open flask for 2 hours. Then the mixture was poured onto ice. After the ice had molten, the mixture was extracted with ethyl ac... RXN SMILES: Cl[C:2]1[CH:7]=[CH:6][N:5]=[CH:4][C:3]=1[N+:8]([O-:10])=[O:9].[NH:11]1[CH2:15][CH2:14][CH:13]([NH:16][C:17](=[O:23])[O:18][C:19]([CH3:22])([CH3:21])[CH3:20])[CH2:12]1.CCN(C(C)C)C(C)C>CCO>[N+:8]([C:3]1[CH:4]=[N:5][CH:6]=[CH:7][C:2]=1[N:11]1[CH2:15][CH2:14][CH:13]([NH:16][C:17](=[O:23])[O:18][C:19]([CH3:21])([CH3:20])[CH3:22])[CH2:12]1)([O-:10])=[O:9]. Yield: 95.0%. Product: [N+](=O)([O-])C=1C=NC=CC1N1CC(CC1)NC(OC(C)(C)C)=O (tert-butyl 1-(3-nitropyridin-4-yl)pyrrolidin-3-ylcarbamate). Solvent: CCO (EtOH). Reported procedure: The method of Example 1 was followed using 4-chloro-3-nitropyridine (1.0 eq), tert-butyl pyrrolidin-3-ylcarbamate (2.0 eq), and DIEA (2.0 eq) in EtOH yielding tert-butyl 1-(3-nitropyridin-4-yl)pyrrolidin-3-ylcarbamate (95%) LCMS (m/z): 309.1 (MH+); LC Rt=1.922 min. Reactants: ClC1=C(C=NC=C1)[N+](=O)[O-] (4-chloro-3-nitropyridine), N1CC(CC1)NC(OC(C)(C)C)=O (tert-butyl pyrrolidin-3-ylcarbamate), CCN(C(C)C)C(C)C (DIEA). Reactants: C(C)(=O)OCOC(C(CC1=CC(=C(C=C1)OC(=O)OCC)OC(=O)OCC)(C)NN)=O (3-(3,4-Bis-ethoxycarbonyloxy-phenyl)-2-hydrazino-2-methyl-propionic acid acetoxymethyl ester), C(C(C)(C)C)(=O)OCI (iodomethyl pivalate). Yields the product CC(C(=O)OCOC(C(CC1=CC(=C(C=C1)OC(=O)OCC)OC(=O)OCC)(C)NN)=O)(C)C (3-(3,4-Bis-ethoxycarbonyloxy-phenyl)-2-hydrazino-2-methyl-propionic acid 2,2-dimethyl-propionyloxymethyl ester). RXN SMILES: C(OC[O:6][C:7](=[O:31])[C:8]([NH:29][NH2:30])([CH3:28])[CH2:9][C:10]1[CH:15]=[CH:14][C:13]([O:16][C:17]([O:19][CH2:20][CH3:21])=[O:18])=[C:12]([O:22][C:23]([O:25][CH2:26][CH3:27])=[O:24])[CH:11]=1)(=O)C.[C:32]([O:38][CH2:39]I)(=[O:37])[C:33]([CH3:36])([CH3:35])[CH3:34]>>[CH3:34][C:33]([CH3:36])([CH3:35])[C:32]([O:38][CH2:39][O:31][C:7](=[O:6])[C:8]([NH:29][NH2:30])([CH3:28])[CH2:9][C:10]1[CH:15]=[CH:14][C:13]([O:16][C:17]([O:19][CH2:20][CH3:21])=[O:18])=[C:12]([O:22][C:23]([O:25][CH2:26][CH3:27])=[O:24])[CH:11]=1)=[O:37]. Procedure: Following the procedure for preparation of compound 101, and substituting bromomethyl acetate with iodomethyl pivalate, provided the title compound. 1H NMR (CD3OD, 400 MHz): 1.24 (s, 9H), 1.34 (t, 6H), 1.44 (s, 3H), 3.08 (dd, 2H), 4.29 (q, 4H), 5.88 (dd, 2H), 7.19–7.25 (m, 3H). MS (ESI) m/z 485.32 (M+H+) Reported procedure: The product from step (a) (10.0 g) and hydroxylamine hydrochloride (7 g) were taken up in methanol (50 ml), pyridine (15 ml) was added and the mixture stirred for 1 hour. The mixture was then stripped, redissolved in ether, washed with 2N aqu. HCl and satd. aqu. NaCl, dried over MgSO4, and stripped to give the desired product (10.2 g). Run at time 1 hour. Reactants: O(C1=CC=CC=C1)C=1C=C(C=CC1)\C=C\C(C)=O ((E)-1-(3-Phenoxyphenyl)buten-3-one), Cl.NO (hydroxylamine hydrochloride), N1=CC=CC=C1 (pyridine). The yield is 96.0%. Reaction SMILES: [O:1]([C:8]1[CH:9]=[C:10](/[CH:14]=[CH:15]/[C:16](=O)[CH3:17])[CH:11]=[CH:12][CH:13]=1)[C:2]1[CH:7]=[CH:6][CH:5]=[CH:4][CH:3]=1.Cl.[NH2:20][OH:21].N1C=CC=CC=1>CO.CCOCC>[O:1]([C:8]1[CH:9]=[C:10](/[CH:14]=[CH:15]/[C:16](=[N:20][OH:21])[CH3:17])[CH:11]=[CH:12][CH:13]=1)[C:2]1[CH:7]=[CH:6][CH:5]=[CH:4][CH:3]=1 |f:1.2|. Solvent: CO (methanol), CCOCC (ether). Product: O(C1=CC=CC=C1)C=1C=C(C=CC1)\C=C\C(C)=NO ((E)-1-(3-Phenoxyphenyl)buten-3-one oxime). Starting materials: ClC1=C2C3=CC(CCC3(CC2=CC(=C1Cl)OCC(=O)O)CCO)=O ({[5,6-dichloro-9a-(2-hydroxyethyl)-3-oxo-2,3,9,9a-tetrahydro-1H-fluoren-7-yl]oxy}acetic acid), C1(=CC=CC=C1)C(C1=CC=CC=C1)C1=CC=CC=C1 (triphenylmethane), [Cl-].[Li+] (lithium chloride), C[Li] (Methyllithium), C1(=CC=C(C=C1)S(=O)(=O)Cl)C (p-toluenesulfonyl chloride). Solvent: CCOCC (Ether), O (water), CN(P(=O)(N(C)C)N(C)C)C (hexamethylphosphoramide), CCOCC (ether), CCOCC (ether), CCOCC (ether). Conditions: time 30 minute. The product is ClCCC12CC3=CC(=C(C(=C3C2=CC(CC1)=O)Cl)Cl)OCC(=O)O ({[9a-(2-Chloroethyl)-5,6-dichloro-3-oxo-2,3,9,9a-tetrahydro-1H-fluoren-7-yl]oxy}acetic acid). RXN SMILES: [Cl:1][C:2]1[C:14]([Cl:15])=[C:13]([O:16][CH2:17][C:18]([OH:20])=[O:19])[CH:12]=[C:11]2[C:3]=1[C:4]1[C:9]([CH2:21][CH2:22]O)([CH2:10]2)[CH2:8][CH2:7][C:6](=[O:24])[CH:5]=1.C1(C(C2C=CC=CC=2)C2C=CC=CC=2)C=CC=CC=1.C[Li].C1(C)C=CC(S([Cl:55])(=O)=O)=CC=1.[Cl-].[Li+]>CN(C)P(N(C)C)(N(C)C)=O.CCOCC.O>[Cl:55][CH2:22][CH2:21][C:9]12[CH2:8][CH2:7][C:6](=[O:24])[CH:5]=[C:4]1[C:3]1[C:11](=[CH:12][C:13]([O:16][CH2:17][C:18]([OH:20])=[O:19])=[C:14]([Cl:15])[C:2]=1[Cl:1])[CH2:10]2 |f:4.5|. Procedure details: In an atmosphere of dry nitrogen a solution of {[5,6-dichloro-9a-(2-hydroxyethyl)-3-oxo-2,3,9,9a-tetrahydro-1H-fluoren-7-yl]oxy}acetic acid (3.71 g, 10 mMole) in hexamethylphosphoramide (25 ml), anhydrous ether (50 ml) and triphenylmethane (10 mg) is stirred at 0° C. Methyllithium (12.6 ml of 1.6M) solution in ether=20 mMole) is added, dropwise with stirring, over a period of 30 minutes. A solution of p-toluenesulfonyl chloride (2 g, 10.5 mMole) in ether (15 ml) is added over a period of 30 minu... The reactants are FC=1C=CC(=C(C(=O)OCC)C1)COC1=CC(=CC=C1)F (ethyl 5-fluoro-2-[(3-fluorophenyloxy)methyl]benzoate), [OH-].[Na+] (sodium hydroxide). Solvent: C(C)O (ethanol). Yields the product FC=1C=CC(=C(C(=O)O)C1)COC1=CC(=CC=C1)F (5-fluoro-[(3-fluorophenyloxy)methyl]benzoic acid). The yield is 88.5%. RXN SMILES: [F:1][C:2]1[CH:3]=[CH:4][C:5]([CH2:13][O:14][C:15]2[CH:20]=[CH:19][CH:18]=[C:17]([F:21])[CH:16]=2)=[C:6]([CH:12]=1)[C:7]([O:9]CC)=[O:8].[OH-].[Na+]>C(O)C>[F:1][C:2]1[CH:3]=[CH:4][C:5]([CH2:13][O:14][C:15]2[CH:20]=[CH:19][CH:18]=[C:17]([F:21])[CH:16]=2)=[C:6]([CH:12]=1)[C:7]([OH:9])=[O:8] |f:1.2|. Procedure: To a solution of 15 g of ethyl 5-fluoro-2-[(3-fluorophenyloxy)methyl]benzoate in 200 ml of ethanol is added 100 ml of 5% aqueous sodium hydroxide and the mixture is refluxed with heating for 1 hour. After cooling, the solvent is distilled off under reduced pressure and the residue is added with 300 ml of water and then with 10% hydrochloric acid to make the mixture acidic. The precipitated crystals are collected by filtration and dried to give 12 g of 5-fluoro-[(3-fluorophenyloxy)methyl]benzoic ... The reactants are NC=1C=CC(=C(C1)C1=CC2=C(N=C(N=C2)NCCN(C)C)N(C1=O)OC)Cl (6-(5-amino-2-chlorophenyl)-2-(2-(dimethylamino)ethylamino)-8-methoxypyrido[2,3-d]pyrimidin -7(8H)-one), ClC1=C(C=CC(=C1)N=C=O)OC (2-chloro-4-isocyanato-1-methoxybenzene), C1CCOC1 (THF). The product is ClC1=C(C=C(C=C1)NC(=O)NC1=CC(=C(C=C1)OC)Cl)C1=CC2=C(N=C(N=C2)NCCN(C)C)N(C1=O)OC (1-(4-chloro-3-(2-(2-(dimethylamino)ethylamino)-8-methoxy-7-oxo-7,8-dihydropyrido[2,3-d]pyrimidin-6-yl)phenyl) -3-(3-chloro-4-methoxyphenyl)urea). Isolated yield 56.0%. As a reaction SMILES: [NH2:1][C:2]1[CH:3]=[CH:4][C:5]([Cl:27])=[C:6]([C:8]2[C:23](=[O:24])[N:22]([O:25][CH3:26])[C:11]3[N:12]=[C:13]([NH:16][CH2:17][CH2:18][N:19]([CH3:21])[CH3:20])[N:14]=[CH:15][C:10]=3[CH:9]=2)[CH:7]=1.[Cl:28][C:29]1[CH:34]=[C:33]([N:35]=[C:36]=[O:37])[CH:32]=[CH:31][C:30]=1[O:38][CH3:39].C1COCC1>>[Cl:27][C:5]1[CH:4]=[CH:3][C:2]([NH:1][C:36]([NH:35][C:33]2[CH:32]=[CH:31][C:30]([O:38][CH3:39])=[C:29]([Cl:28])[CH:34]=2)=[O:37])=[CH:7][C:6]=1[C:8]1[C:23](=[O:24])[N:22]([O:25][CH3:26])[C:11]2[N:12]=[C:13]([NH:16][CH2:17][CH2:18][N:19]([CH3:21])[CH3:20])[N:14]=[CH:15][C:10]=2[CH:9]=1. Procedure: In a 3 ml vial equipped with a small triangular magnetic stirring bar was placed 6-(5-amino-2-chlorophenyl)-2-(2-(dimethylamino)ethylamino)-8-methoxypyrido[2,3-d]pyrimidin -7(8H)-one (165 μmol). A solution of 2-chloro-4-isocyanato-1-methoxybenzene in THF (2 mL, 129 mmol) was added, and the mixture was stirred at room temperature over night. The solvent was allowed to evaporate over night, and the remaining solid was dissolved in DMSO, transferred to maximum recovery HPLC vials and purified by pr... Starting materials: Example 1, ClC1=CC=C(C=C1)C1=CNC2=CC=CC=C12 (3-p-chlorophenylindole), B(F)(F)F.CCOCC (boron trifluoride etherate). The reagents and catalysts are [Zn] (zinc). Run in C(C)(=O)O (acetic acid). Product: ClC1=CC=C(C=C1)C1CNC2=CC=CC=C12 (3-p-chlorophenylindoline). RXN SMILES: [Cl:1][C:2]1[CH:7]=[CH:6][C:5]([C:8]2[C:16]3[C:11](=[CH:12][CH:13]=[CH:14][CH:15]=3)[NH:10][CH:9]=2)=[CH:4][CH:3]=1.B(F)(F)F.CCOCC>[Zn].C(O)(=O)C>[Cl:1][C:2]1[CH:3]=[CH:4][C:5]([CH:8]2[C:16]3[C:11](=[CH:12][CH:13]=[CH:14][CH:15]=3)[NH:10][CH2:9]2)=[CH:6][CH:7]=1 |f:1.2|. Reported procedure: Using the same procedure as detailed in Example 1 3.5 g of 3-p-chlorophenylindole, 35 ml of glacial acetic acid, 7 ml of boron trifluoride etherate and 7 g of zinc dust were reacted together and the product worked up as in Example 1. In this way 1.5 g of the desired 3-p-chlorophenylindoline was obtained as a yellow oil.